This data is from the Open Reaction Database (ORD), a public repository of structured organic reaction records. The task is: describe an organic reaction: reactants, conditions, products, and yield Reactants: COC(CCNC(C1=CC=C(C=C1)OCC1=C(C=C(C=C1)C1=CC=C(C=C1)C(F)(F)F)C)=O)=O (3-[4-(3-methyl-4′-trifluoromethyl-biphenyl-4-ylmethoxy)-benzoylamino]-propionic acid methyl ester), [OH-].[Na+] (NaOH), Cl (HCl). Solvent: C1CCOC1 (THF). Run at temperature 70 celsius. The product is CC=1C=C(C=CC1COC1=CC=C(C(=O)NCCC(=O)O)C=C1)C1=CC=C(C=C1)C(F)(F)F (3-[4-(3-Methyl-4′-trifluoromethyl-biphenyl-4-ylmethoxy)-benzoylamino]-propionic acid). Reaction SMILES: C[O:2][C:3](=[O:34])[CH2:4][CH2:5][NH:6][C:7](=[O:33])[C:8]1[CH:13]=[CH:12][C:11]([O:14][CH2:15][C:16]2[CH:21]=[CH:20][C:19]([C:22]3[CH:27]=[CH:26][C:25]([C:28]([F:31])([F:30])[F:29])=[CH:24][CH:23]=3)=[CH:18][C:17]=2[CH3:32])=[CH:10][CH:9]=1.[OH-].[Na+].Cl>C1COCC1>[CH3:32][C:17]1[CH:18]=[C:19]([C:22]2[CH:23]=[CH:24][C:25]([C:28]([F:29])([F:31])[F:30])=[CH:26][CH:27]=2)[CH:20]=[CH:21][C:16]=1[CH2:15][O:14][C:11]1[CH:12]=[CH:13][C:8]([C:7]([NH:6][CH2:5][CH2:4][C:3]([OH:34])=[O:2])=[O:33])=[CH:9][CH:10]=1 |f:1.2|. Procedure details: A mixture of 3-[4-(3-methyl-4′-trifluoromethyl-biphenyl-4-ylmethoxy)-benzoylamino]-propionic acid methyl ester (0.11 g) and 5M NaOH (1.5 mL) in THF (3 mL) is heated to 70° C. for 12 h. The mixture is acidified with 5M HCl, and extracted with EtOAc. The organics are washed with water and brine, and dried with MgSO4 to yield the title compound. MS (ES): 458 (M+). The structure is also confirmed by 1H NMR. Reactants: CN(Cc1ccccc1I)C(=O)OC(C)(C)C, Cc1ccccc1, CC(C)(C)[O-], CC(C)[Si](S)(C(C)C)C(C)C, [Na+], O=C(C=Cc1ccccc1)C=Cc1ccccc1, O=C(C=Cc1ccccc1)C=Cc1ccccc1, O=C(C=Cc1ccccc1)C=Cc1ccccc1, [Pd], [Pd], c1ccc(P(c2ccccc2)c2ccccc2Oc2ccccc2P(c2ccccc2)c2ccccc2)cc1. The product is CC(C)[Si](Sc1ccccc1CN(C)C(=O)OC(C)(C)C)(C(C)C)C(C)C. Reaction SMILES: [C:1]([CH3:2])([CH3:3])([CH3:4])[O:5][C:6]([N:7]([CH3:8])[CH2:9][c:10]1[c:11]([I:16])[cH:12][cH:13][cH:14][cH:15]1)=[O:17].[CH3:130][c:131]1[cH:132][cH:133][cH:134][cH:135][cH:136]1.[CH3:57][C:58]([CH3:59])([O-:60])[CH3:61].[CH:63]([CH3:64])([CH3:65])[Si:66]([SH:67])([CH:68]([CH3:69])[CH3:70])[CH:71]([CH3:72])[CH3:73].[Na+:62].[O:112]=[C:113]([CH:114]=[CH:115][c:116]1[cH:117][cH:118][cH:119][cH:120][cH:121]1)[CH:122]=[CH:123][c:124]1[cH:125][cH:126][cH:127][cH:128][cH:129]1.[O:76]=[C:77]([CH:78]=[CH:79][c:80]1[cH:81][cH:82][cH:83][cH:84][cH:85]1)[CH:86]=[CH:87][c:88]1[cH:89][cH:90][cH:91][cH:92][cH:93]1.[O:94]=[C:95]([CH:96]=[CH:97][c:98]1[cH:99][cH:100][cH:101][cH:102][cH:103]1)[CH:104]=[CH:105][c:106]1[cH:107][cH:108][cH:109][cH:110][cH:111]1.[Pd:74].[Pd:75].[c:18]1([P:19]([c:20]2[cH:21][cH:22][cH:23][cH:24][cH:25]2)[c:26]2[cH:27][cH:28][cH:29][cH:30][c:31]2[O:32][c:33]2[cH:34][cH:35][cH:36][cH:37][c:38]2[P:39]([c:40]2[cH:41][cH:42][cH:43][cH:44][cH:45]2)[c:46]2[cH:47][cH:48][cH:49][cH:50][cH:51]2)[cH:52][cH:53][cH:54][cH:55][cH:56]1>>[C:1]([CH3:2])([CH3:3])([CH3:4])[O:5][C:6]([N:7]([CH3:8])[CH2:9][c:10]1[c:11]([S:67][Si:66]([CH:63]([CH3:64])[CH3:65])([CH:68]([CH3:69])[CH3:70])[CH:71]([CH3:72])[CH3:73])[cH:12][cH:13][cH:14][cH:15]1)=[O:17].